This data is from the Open Reaction Database (ORD), a public repository of structured organic reaction records. The task is: describe an organic reaction: reactants, conditions, products, and yield The reactants are COC=1C=C(C(=O)OC)C=CC1CC1=CN(C2=CC=C(C=C12)[N+](=O)[O-])C (methyl 3-methoxy-4-(1-methyl-5-nitroindol-3-ylmethyl)benzoate). The reagents and catalysts are [Pd] (palladium-on-carbon). Solvent: O1CCCC1 (tetrahydrofuran). The product is NC=1C=C2C(=CN(C2=CC1)C)CC1=C(C=C(C(=O)OC)C=C1)OC (Methyl 4-(5-amino-1-methylindol-3-ylmethyl)-3-methoxybenzoate). The yield is 109.2%. Reaction SMILES: [CH3:1][O:2][C:3]1[CH:4]=[C:5]([CH:10]=[CH:11][C:12]=1[CH2:13][C:14]1[C:22]2[C:17](=[CH:18][CH:19]=[C:20]([N+:23]([O-])=O)[CH:21]=2)[N:16]([CH3:26])[CH:15]=1)[C:6]([O:8][CH3:9])=[O:7]>O1CCCC1.[Pd]>[NH2:23][C:20]1[CH:21]=[C:22]2[C:17](=[CH:18][CH:19]=1)[N:16]([CH3:26])[CH:15]=[C:14]2[CH2:13][C:12]1[CH:11]=[CH:10][C:5]([C:6]([O:8][CH3:9])=[O:7])=[CH:4][C:3]=1[O:2][CH3:1]. Reported procedure: A solution of methyl 3-methoxy-4-(1-methyl-5-nitroindol-3-ylmethyl)benzoate (1.5 grams) in 50 mL of tetrahydrofuran was hydrogenated at 40 p.s.i. in the presence of 10% palladium-on-carbon (0.3 grams) for 3 hours. The reaction was filtered and the filtrate evaporated to give 1.5 grams of title compound. NMR (CDCl3) δ:3.35, (broad s, 2H), 3.65 (s, 3H), 3.95 (s, 3H), 4.05 (s, 2H), 6.85 (m, 3H), 7.10 (m, 2H), 7.50 (m, 2H). The reactants are CC=1SC(=NN1)S(=O)C(CC(=O)O)C (3-(2-methyl-1,3,4-thiadiazol-5-ylsulfinyl)butyric acid), NC1[C@@H]2N(C(=C(CS2)CN=[N+]=[N-])C(=O)O)C1=O (7-amino-3-azidomethyl-3-cephem-4-carboxylic acid). Product: CC=1SC(=NN1)S(=O)C(CC(=O)NC1[C@@H]2N(C(=C(CS2)CN=[N+]=[N-])C(=O)O)C1=O)C (7-[3-(2-methyl-1,3,4-thiadiazol-5-ylsulfinyl)butyramido]-3-azidomethyl-3-cephem-4-carboxylic acid). Reaction SMILES: [CH3:1][C:2]1[S:3][C:4]([S:7]([CH:9]([CH3:14])[CH2:10][C:11]([OH:13])=O)=[O:8])=[N:5][N:6]=1.[NH2:15][CH:16]1[C:30](=[O:31])[N:18]2[C:19]([C:27]([OH:29])=[O:28])=[C:20]([CH2:23][N:24]=[N+:25]=[N-:26])[CH2:21][S:22][C@H:17]12>>[CH3:1][C:2]1[S:3][C:4]([S:7]([CH:9]([CH3:14])[CH2:10][C:11]([NH:15][CH:16]2[C:30](=[O:31])[N:18]3[C:19]([C:27]([OH:29])=[O:28])=[C:20]([CH2:23][N:24]=[N+:25]=[N-:26])[CH2:21][S:22][C@H:17]23)=[O:13])=[O:8])=[N:5][N:6]=1. Procedure details: 468 mg. of 3-(2-methyl-1,3,4-thiadiazol-5-ylsulfinyl)butyric acid and 7-amino-3-azidomethyl-3-cephem-4-carboxylic acid were reacted in the same manner as described in Example 28 and 163 mg. of 7-[3-(2-methyl-1,3,4-thiadiazol-5-ylsulfinyl)butyramido]-3-azidomethyl-3-cephem-4-carboxylic acid were obtained. Starting materials: O=C([O-])[O-], CC(C)(C)P(C(C)(C)C)C(C)(C)C, Cc1cc(Nc2nc(Cl)nc3ccccc23)n[nH]1, [Na+], [Na+], CN(C)C=O, O, Cl[Pd]Cl, Cc1cccc(B(O)O)c1. The product is Cc1cccc(-c2nc(Nc3cc(C)n[nH]3)c3ccccc3n2)c1. As a reaction SMILES: [C:29](=[O:30])([O-:31])[O-:32].[C:35]([P:36]([C:37]([CH3:38])([CH3:39])[CH3:40])[C:41]([CH3:42])([CH3:43])[CH3:44])([CH3:45])([CH3:46])[CH3:47].[Cl:1][c:2]1[n:3][c:4]2[cH:5][cH:6][cH:7][cH:8][c:9]2[c:10]([NH:12][c:13]2[n:14][nH:15][c:16]([CH3:18])[cH:17]2)[n:11]1.[Na+:33].[Na+:34].[O:48]=[CH:49][N:50]([CH3:51])[CH3:52].[OH2:56].[Pd:53]([Cl:54])[Cl:55].[c:19]1([CH3:28])[cH:20][c:21]([B:25]([OH:26])[OH:27])[cH:22][cH:23][cH:24]1>>[c:2]1(-[c:21]2[cH:20][c:19]([CH3:28])[cH:24][cH:23][cH:22]2)[n:3][c:4]2[cH:5][cH:6][cH:7][cH:8][c:9]2[c:10]([NH:12][c:13]2[nH:14][n:15][c:16]([CH3:18])[cH:17]2)[n:11]1. Reactants: CO, CC(C)(C)OC(=O)NCCc1ccc(Cl)cc1CNC(=O)Cc1c(Cl)cnc(NCC(F)(F)c2ccccn2)c1F, Cl. The product is NCCc1ccc(Cl)cc1CNC(=O)Cc1c(Cl)cnc(NCC(F)(F)c2ccccn2)c1F. RXN SMILES: [CH3:43][OH:44].[Cl:1][c:2]1[cH:3][c:4]([CH2:18][NH:19][C:20]([CH2:21][c:22]2[c:23]([F:40])[c:24]([NH:29][CH2:30][C:31]([c:32]3[n:33][cH:34][cH:35][cH:36][cH:37]3)([F:38])[F:39])[n:25][cH:26][c:27]2[Cl:28])=[O:41])[c:5]([CH2:8][CH2:9][NH:10][C:11](=[O:12])[O:13][C:14]([CH3:15])([CH3:16])[CH3:17])[cH:6][cH:7]1.[ClH:42]>>[Cl:1][c:2]1[cH:3][c:4]([CH2:18][NH:19][C:20]([CH2:21][c:22]2[c:23]([F:40])[c:24]([NH:29][CH2:30][C:31]([c:32]3[n:33][cH:34][cH:35][cH:36][cH:37]3)([F:38])[F:39])[n:25][cH:26][c:27]2[Cl:28])=[O:41])[c:5]([CH2:8][CH2:9][NH2:10])[cH:6][cH:7]1. Starting materials: FC=1C=C(C=CC1)NC(=O)C=1NC(=CC1)C(C1=C(C=CC(=C1)[N+](=O)[O-])Cl)=O (5-(2-chloro-5-nitro-benzoyl)-1H-pyrrole-2-carboxylic acid (3-fluoro-phenyl)-amide), C1(=CC=CC=C1)C (toluene), ClC1=C(CC2=CC=C(N2)C(=O)O)C=C(C=C1)[N+](=O)[O-] (5-(2-chloro-5-nitrobenzyl)-1H-pyrrole-2-carboxylic acid), O.NN (hydrazine hydrate). Run in CN1C(CCC1)=O (1-methyl-pyrrolin-2-one). Reaction conditions: temperature 120 celsius. Product: FC=1C=C(C=CC1)NC(=O)C=1NC(=CC1)C1=NNC2=CC=C(C=C12)[N+](=O)[O-] (5-(5-Nitro-1H-indazol-3-yl)-1H-pyrrole-2-carboxylic acid (3-fluoro-phenyl)-amide). Reaction SMILES: [F:1][C:2]1[CH:3]=[C:4]([NH:8][C:9]([C:11]2[NH:12][C:13]([C:16](=O)[C:17]3[CH:22]=[C:21]([N+:23]([O-:25])=[O:24])[CH:20]=[CH:19][C:18]=3Cl)=[CH:14][CH:15]=2)=[O:10])[CH:5]=[CH:6][CH:7]=1.ClC1C=CC([N+]([O-])=O)=CC=1CC1NC(C(O)=O)=CC=1.O.[NH2:48][NH2:49].C1(C)C=CC=CC=1>CN1CCCC1=O>[F:1][C:2]1[CH:3]=[C:4]([NH:8][C:9]([C:11]2[NH:12][C:13]([C:16]3[C:17]4[C:18](=[CH:19][CH:20]=[C:21]([N+:23]([O-:25])=[O:24])[CH:22]=4)[NH:49][N:48]=3)=[CH:14][CH:15]=2)=[O:10])[CH:5]=[CH:6][CH:7]=1 |f:2.3|. Procedure: A mixture of 5-(2-chloro-5-nitro-benzoyl)-1H-pyrrole-2-carboxylic acid (3-fluoro-phenyl)-amide (250 mg, 0.6 mmol) (made from 5-(2-chloro-5-nitrobenzyl)-1H-pyrrole-2-carboxylic acid using a procedure adapted from that described in Example 32), hydrazine hydrate (0.3 mL), toluene (5 mL) and 1-methyl-pyrrolin-2-one (0.4 mL) was heated at 120° C. for 1.5 hours. The reaction was concentrated, mixed with water and filtered. The solid was washed to give 200 mg of the titled compound as a yellow solid.